This data is from the Open Reaction Database (ORD), a public repository of structured organic reaction records. The task is: describe an organic reaction: reactants, conditions, products, and yield The reactants are CC[O-], CCO, CCOC=O, N#CCc1cccc(Cl)c1Cl, [Na+]. The product is N#CC(C=O)c1cccc(Cl)c1Cl. As a reaction SMILES: [CH3:1][CH2:2][O-:3].[CH3:21][CH2:22][OH:23].[CH:16]([O:17][CH2:18][CH3:19])=[O:20].[Cl:5][c:6]1[c:7]([CH2:13][C:14]#[N:15])[cH:8][cH:9][cH:10][c:11]1[Cl:12].[Na+:4]>>[CH:2](=[O:3])[CH:13]([c:7]1[c:6]([Cl:5])[c:11]([Cl:12])[cH:10][cH:9][cH:8]1)[C:14]#[N:15]. As a reaction SMILES: C[O:2][C:3](=[O:24])[C:4]1[CH:9]=[C:8]([C:10]2[S:11][CH:12]=[C:13]([C:15]3[CH:20]=[CH:19][C:18]([Cl:21])=[C:17]([Cl:22])[CH:16]=3)[N:14]=2)[CH:7]=[CH:6][C:5]=1Br.[Cl:25][C:26]1[CH:31]=[CH:30][C:29]([O:32][CH3:33])=[CH:28][C:27]=1B(O)O>>[Cl:25][C:26]1[CH:31]=[CH:30][C:29]([O:32][CH3:33])=[CH:28][C:27]=1[C:5]1[C:4]([C:3]([OH:2])=[O:24])=[CH:9][C:8]([C:10]2[S:11][CH:12]=[C:13]([C:15]3[CH:20]=[CH:19][C:18]([Cl:21])=[C:17]([Cl:22])[CH:16]=3)[N:14]=2)=[CH:7][CH:6]=1. The yield is 29.5%. Reactants: ester, COC(C1=C(C=CC(=C1)C=1SC=C(N1)C1=CC(=C(C=C1)Cl)Cl)Br)=O (2-bromo-5-[4-(3,4-dichloro-phenyl)-thiazol-2-yl]-benzoic acid methyl ester), COC(C1=C(C=CC(=C1)C=1SC=C(N1)C1=CC(=C(C=C1)Cl)Cl)Br)=O (2-bromo-5-[4-(3,4-dichloro-phenyl)-thiazol-2-yl]-benzoic acid methyl ester), ClC1=C(C=C(C=C1)OC)B(O)O (2-chloro-5-methoxyphenylboronic acid). Product: ClC1=C(C=C(C=C1)OC)C=1C(=CC(=CC1)C=1SC=C(N1)C1=CC(=C(C=C1)Cl)Cl)C(=O)O (2′-chloro-4-[4-(3,4-dichloro-phenyl)-thiazol-2-yl]-5′-methoxy-biphenyl-2-carboxylic acid). Procedure: Using the conditions of General Procedure B for Suzuki Coupling and Hydrolysis in Parallel Mode, 2-bromo-5-[4-(3,4-dichloro-phenyl)-thiazol-2-yl]-benzoic acid methyl ester (which may be prepared as described for Intermediate 6; 89 mg, 0.2 mmol) was reacted with and 2-chloro-5-methoxyphenylboronic acid (available from Combi-Blocks Inc.; 75 mg, 0.4 mmol). The resulting ester was hydrolyzed and the acid was purified to give 2′-chloro-4-[4-(3,4-dichloro-phenyl)-thiazol-2-yl]-5′-methoxy-biphenyl-2-ca...